Dataset: the Open Reaction Database (ORD), a public repository of structured organic reaction records. Task: describe an organic reaction: reactants, conditions, products, and yield Starting materials: CC(C)C1C(NC2=CC=CC=C12)=O (3-(1-methylethyl)-1,3-dihydro-2H-indol-2-one), N1C(CC2=CC=CC=C12)=O (1,3-dihydro-2H-indol-2-one), CSC1(C(NC2=CC=CC=C12)=O)CC1=CC=CC=C1 (3-methylthio-3-phenylmethyl-1,3-dihydro-2H-indol-2-one), ( C ). The solvent is CC(=O)C (acetone). Product: CC(C)C1(C(NC2=CC=CC=C12)=O)SC (3-(1-Methylethyl)-3-methylthio-1,3-dihydro-2H-indol-2-one). As a reaction SMILES: [CH3:1][CH:2]([CH:4]1[C:12]2[C:7](=[CH:8][CH:9]=[CH:10][CH:11]=2)[NH:6][C:5]1=[O:13])[CH3:3].N1C2C(=CC=CC=2)CC1=O.[CH3:24][S:25]C1(CC2C=CC=CC=2)C2C(=CC=CC=2)NC1=O>CC(C)=O>[CH3:3][CH:2]([C:4]1([S:25][CH3:24])[C:12]2[C:7](=[CH:8][CH:9]=[CH:10][CH:11]=2)[NH:6][C:5]1=[O:13])[CH3:1]. Procedure: Prepared from 3-(1-methylethyl)-1,3-dihydro-2H-indol-2-one (prepared from 1,3-dihydro-2H-indol-2-one and acetone by the method of Daisley and Walker, J. Chem. Soc. (C) (1971) page 1373) by the method described above for 3-methylthio-3-phenylmethyl-1,3-dihydro-2H-indol-2-one. The reactants are C1CCOC1, CC(=O)[O-], CO, [Cl-], CC(Nc1nc(Nc2cc(C3CC3)[nH]n2)c(Cl)cc1[N+](=O)[O-])c1ccc(F)cc1, [NH4+], [NH4+], [Zn]. Yields the product CC(Nc1nc(Nc2cc(C3CC3)[nH]n2)c(Cl)cc1N)c1ccc(F)cc1. RXN SMILES: [CH2:39]1[O:40][CH2:41][CH2:42][CH2:43]1.[CH3:33][C:34](=[O:35])[O-:36].[CH3:37][OH:38].[Cl-:30].[Cl:1][c:2]1[c:3]([NH:21][c:22]2[n:23][nH:24][c:25]([CH:27]3[CH2:28][CH2:29]3)[cH:26]2)[n:4][c:5]([NH:11][CH:12]([CH3:13])[c:14]2[cH:15][cH:16][c:17]([F:20])[cH:18][cH:19]2)[c:6]([N+:8]([O-:9])=[O:10])[cH:7]1.[NH4+:31].[NH4+:32].[Zn:44]>>[Cl:1][c:2]1[c:3]([NH:21][c:22]2[n:23][nH:24][c:25]([CH:27]3[CH2:28][CH2:29]3)[cH:26]2)[n:4][c:5]([NH:11][CH:12]([CH3:13])[c:14]2[cH:15][cH:16][c:17]([F:20])[cH:18][cH:19]2)[c:6]([NH2:8])[cH:7]1. Procedure: 3β-benzoyloxy-15-trimethylsiloxy-5α-cholest-8,14-diene (1.93 g, 3.35 mmole) in THF (10 mL) and ethyl iodoacetate (0.79 mL, 6.7 mmole) was added at -10° C. to a mixture of benzyl trimethylammonium fluoride (850 mg, 5 mmole) in THF (15 mL). The mixture was stirred at -10° C. for 15 minutes and at ambient temperature for 30 minutes, diluted with hexane, filtered and the filtrate was concentrated. Using the workup described in Example 1(ii), 625 mg of 3β-benzoyloxy-14α-carbethoxymethyl-5α-cholest-8-... Run in C1CCOC1 (THF), C1CCOC1 (THF), CCCCCC (hexane). Reactants: C(C1=CC=CC=C1)(=O)O[C@@H]1C[C@@H]2CCC=3C4=C(C[C@H]([C@@H](CCCC(C)C)C)[C@]4(CCC3[C@]2(CC1)C)C)O[Si](C)(C)C (3β-benzoyloxy-15-trimethylsiloxy-5α-cholest-8,14-diene), ICC(=O)OCC (ethyl iodoacetate), [F-].C(C1=CC=CC=C1)[N+](C)(C)C (benzyl trimethylammonium fluoride). Product: C(C1=CC=CC=C1)(=O)O[C@@H]1C[C@@H]2CCC=3[C@@]4(C(C[C@H]([C@@H](CCCC(C)C)C)[C@]4(CCC3[C@]2(CC1)C)C)=O)CC(=O)OCC (3β-benzoyloxy-14α-carbethoxymethyl-5α-cholest-8-en-15-one). Reaction SMILES: [C:1]([O:9][C@H:10]1[CH2:34][CH2:33][C@@:32]2([CH3:35])[C@@H:12]([CH2:13][CH2:14][C:15]3[C:16]4[C@:28]([CH3:36])([CH2:29][CH2:30][C:31]=32)[C@@H:19]([C@H:20]([CH3:27])[CH2:21][CH2:22][CH2:23][CH:24]([CH3:26])[CH3:25])[CH2:18][C:17]=4[O:37][Si](C)(C)C)[CH2:11]1)(=[O:8])[C:2]1[CH:7]=[CH:6][CH:5]=[CH:4][CH:3]=1.I[CH2:43][C:44]([O:46][CH2:47][CH3:48])=[O:45].[F-].C([N+](C)(C)C)C1C=CC=CC=1>C1COCC1.CCCCCC>[C:1]([O:9][C@H:10]1[CH2:34][CH2:33][C@@:32]2([CH3:35])[C@@H:12]([CH2:13][CH2:14][C:15]3[C@@:16]4([CH2:43][C:44]([O:46][CH2:47][CH3:48])=[O:45])[C@:28]([CH3:36])([CH2:29][CH2:30][C:31]=32)[C@@H:19]([C@H:20]([CH3:27])[CH2:21][CH2:22][CH2:23][CH:24]([CH3:26])[CH3:25])[CH2:18][C:17]4=[O:37])[CH2:11]1)(=[O:8])[C:2]1[CH:7]=[CH:6][CH:5]=[CH:4][CH:3]=1 |f:2.3|. Run at temperature -10 celsius, time 30 minute. Isolated yield 31.6%. The reactants are C1(=CC=CC=C1)C1=C(N=C(S1)Cl)C(=O)OC (methyl 5-phenyl-2-chloro-4-thiazolecarboxylate), NC=1C=C(C=CC1)C(F)(F)F (meta-aminobenzotrifluoride), C(C)OCC (ethyl ether). The solvent is O (water). Conditions: time 8 hour. Yields the product C1(=CC=CC=C1)C1=C(N=C(S1)NC1=CC(=CC=C1)C(F)(F)F)C(=O)OC (Methyl 5-phenyl-2-{[3-(trifluoromethyl)phenyl]amino}4-thiazolecarboxylate). Reaction SMILES: [C:1]1([C:7]2[S:11][C:10](Cl)=[N:9][C:8]=2[C:13]([O:15][CH3:16])=[O:14])[CH:6]=[CH:5][CH:4]=[CH:3][CH:2]=1.[NH2:17][C:18]1[CH:19]=[C:20]([C:24]([F:27])([F:26])[F:25])[CH:21]=[CH:22][CH:23]=1.C(OCC)C>O>[C:1]1([C:7]2[S:11][C:10]([NH:17][C:18]3[CH:23]=[CH:22][CH:21]=[C:20]([C:24]([F:25])([F:26])[F:27])[CH:19]=3)=[N:9][C:8]=2[C:13]([O:15][CH3:16])=[O:14])[CH:6]=[CH:5][CH:4]=[CH:3][CH:2]=1. Procedure: A reaction vessel was charged with 2.8 g of methyl 5-phenyl-2-chloro-4-thiazolecarboxylate and 9.7 g of meta-aminobenzotrifluoride. The reaction mixture was stirred overnight and then heated and stirred at 150° C. for about 6 hours during which time a crystalline solid appeared. The mixture was treated with ethyl ether and water. The ether extract was dried with magnesium sulfate and concentrated. The residue was crystallized from anhydrous ethyl ether to provide a white amorphous powder (m.p. 1... Reactants: O=C([O-])[O-], COC(=O)c1cscc1NC(=O)CCCl, CN(C)C=O, Oc1ccc(C2CCCCC2)cc1, [K+], [K+], O. As a reaction SMILES: [C:29](=[O:30])([O-:31])[O-:32].[CH3:1][O:2][C:3](=[O:4])[c:5]1[cH:6][s:7][cH:8][c:9]1[NH:10][C:11]([CH2:12][CH2:13][Cl:14])=[O:15].[CH3:36][N:37]([CH3:38])[CH:39]=[O:40].[CH:16]1([c:22]2[cH:23][cH:24][c:25]([OH:28])[cH:26][cH:27]2)[CH2:17][CH2:18][CH2:19][CH2:20][CH2:21]1.[K+:33].[K+:34].[OH2:35]>>[CH3:1][O:2][C:3](=[O:4])[c:5]1[cH:6][s:7][cH:8][c:9]1[NH:10][C:11]([CH2:12][O:28][c:25]1[cH:24][cH:23][c:22]([CH:16]2[CH2:17][CH2:18][CH2:19][CH2:20][CH2:21]2)[cH:27][cH:26]1)=[O:15]. Product: COC(=O)c1cscc1NC(=O)COc1ccc(C2CCCCC2)cc1. Reactants: BrC1=CC=C(C=N1)N (6-bromopyridin-3-amine), C(C)OC=C(C(=O)OCC)C(=O)OCC (diethyl ethoxymethylenemalonate). Run in C(C)O (ethanol). Yields the product BrC1=CC=C(C=N1)NC=C(C(=O)OCC)C(=O)OCC (diethyl 2-(((6-bromopyridin-3-yl)amino)methylene)malonate). RXN SMILES: [Br:1][C:2]1[N:7]=[CH:6][C:5]([NH2:8])=[CH:4][CH:3]=1.C(O[CH:12]=[C:13]([C:19]([O:21][CH2:22][CH3:23])=[O:20])[C:14]([O:16][CH2:17][CH3:18])=[O:15])C>C(O)C>[Br:1][C:2]1[N:7]=[CH:6][C:5]([NH:8][CH:12]=[C:13]([C:14]([O:16][CH2:17][CH3:18])=[O:15])[C:19]([O:21][CH2:22][CH3:23])=[O:20])=[CH:4][CH:3]=1. Procedure: 6-bromopyridin-3-amine (74 g, 0.43 mol) and diethyl ethoxymethylenemalonate (100 mL) were added to 680 mL of ethanol and heated under reflux for 5 h. The reaction mixture was cooled to precipitate a solid, suction filtrated, and the resulting solid was washed with petroleum ether to give 125.4 g of a pale yellow solid. The reactants are SC=1NC=CN1 (2-mercaptoimidazole), C[O-].[Na+] (sodium methoxide), FC1=CC=C(C=C1)[N+](=O)[O-] (1-fluoro-4-nitrobenzene). The solvent is C(C)O (ethyl alcohol). Reaction conditions: time 0.5 hour. The product is [N+](=O)([O-])C1=CC=C(C=C1)SC=1NC=CN1 (2-[(4-Nitrophenyl)thio]-1H-imidazole). Isolated yield 39.0%. As a reaction SMILES: C[O-].[Na+].[SH:4][C:5]1[NH:6][CH:7]=[CH:8][N:9]=1.F[C:11]1[CH:16]=[CH:15][C:14]([N+:17]([O-:19])=[O:18])=[CH:13][CH:12]=1>C(O)C>[N+:17]([C:14]1[CH:15]=[CH:16][C:11]([S:4][C:5]2[NH:6][CH:7]=[CH:8][N:9]=2)=[CH:12][CH:13]=1)([O-:19])=[O:18] |f:0.1|. Reported procedure: To a mixture of 6.2 g (0.12 mmoles) of sodium methoxide and 90 ml of ethyl alcohol was added 5.8 g (0 058 mmoles) of 2-mercaptoimidazole. After stirring for 0.5 hour, 8.2 g (0.058 mole) of 1-fluoro-4-nitrobenzene was added and the mixture refluxed for 4 hours. The mixture was allowed to cool and filtered to give 5.0 g (39%) of the product. An additional 2.0 g (16%) of product was recovered from the filtrates. Recrystallization from dichloromethane/methanol gave the product as yellow rods. mp 207... Reactants: C(C1=CC=CC=C1)N(COC)C[Si](C)(C)C (N-benzyl-1-methoxy-N-((trimethylsilyl)methyl)methanamine), FC(/C=C/[N+](=O)[O-])F ((E)-3,3-difluoro-1-nitroprop-1-ene). The reagents and catalysts are C(=O)(C(F)(F)F)O (TFA). The solvent is C(Cl)Cl (CH2Cl2). Conditions: time 8 hour. The product is C(C1=CC=CC=C1)N1C[C@H]([C@@H](C1)[N+](=O)[O-])C(F)F (trans-1-benzyl-3-(difluoromethyl)-4-nitropyrrolidine). Isolated yield 48780.8%. As a reaction SMILES: [CH2:1]([N:8]([CH2:12][Si](C)(C)C)[CH2:9]OC)[C:2]1[CH:7]=[CH:6][CH:5]=[CH:4][CH:3]=1.[F:17][CH:18]([F:24])/[CH:19]=[CH:20]/[N+:21]([O-:23])=[O:22]>C(Cl)Cl.C(O)(C(F)(F)F)=O>[CH2:1]([N:8]1[CH2:12][C@@H:20]([N+:21]([O-:23])=[O:22])[C@H:19]([CH:18]([F:24])[F:17])[CH2:9]1)[C:2]1[CH:7]=[CH:6][CH:5]=[CH:4][CH:3]=1. Procedure details: To a solution of N-benzyl-1-methoxy-N-((trimethylsilyl)methyl)methanamine (56.6 g, 0.24 mol) in dry CH2Cl2 (160 ml) was added (E)-3,3-difluoro-1-nitroprop-1-ene (25 g, 0.2 mmol) and a few drops of TFA at 0° C. The resulting mixture was stirred at rt overnight. The mixture was concentrated and purified by flash column chromatography (petroleum ether:EtOAc=100:1 to 25:1) to give the title compound (25 g, 49% yield) as a yellow oil. Reactants: BrC=1C(=CC(=NC1)C#N)OCC(F)(F)F (5-Bromo-4-(2,2,2-trifluoro-ethoxy)-pyridine-2-carbonitrile), Cl.FC1(CNC1)F (3,3-difluoroazetidine hydrochloride), C([O-])([O-])=O.[Cs+].[Cs+] (cesium carbonate), C=1C=CC(=CC1)P(C=2C=CC=CC2)C3=CC=C4C=CC=CC4=C3C5=C6C=CC=CC6=CC=C5P(C=7C=CC=CC7)C=8C=CC=CC8 (BINAP). Reagents/catalysts: C(C)(=O)[O-].C(C)(=O)[O-].[Pd+2] (palladium diacetate). Run in C1(=CC=CC=C1)C (toluene). Reaction conditions: temperature 120 celsius, time 1 hour. The product is FC1(CN(C1)C=1C(=CC(=NC1)C#N)OCC(F)(F)F)F (5-(3,3-difluoroazetidin-1-yl)-4-(2,2,2-trifluoroethoxy)pyridine-2-carbonitrile). The yield is 78.3%. As a reaction SMILES: Br[C:2]1[C:3]([O:10][CH2:11][C:12]([F:15])([F:14])[F:13])=[CH:4][C:5]([C:8]#[N:9])=[N:6][CH:7]=1.Cl.[F:17][C:18]1([F:22])[CH2:21][NH:20][CH2:19]1.C(=O)([O-])[O-].[Cs+].[Cs+].C1C=CC(P(C2C(C3C(P(C4C=CC=CC=4)C4C=CC=CC=4)=CC=C4C=3C=CC=C4)=C3C(C=CC=C3)=CC=2)C2C=CC=CC=2)=CC=1>C1(C)C=CC=CC=1.C([O-])(=O)C.C([O-])(=O)C.[Pd+2]>[F:17][C:18]1([F:22])[CH2:21][N:20]([C:2]2[C:3]([O:10][CH2:11][C:12]([F:15])([F:14])[F:13])=[CH:4][C:5]([C:8]#[N:9])=[N:6][CH:7]=2)[CH2:19]1 |f:1.2,3.4.5,8.9.10|. Procedure details: To a solution of 5-Bromo-4-(2,2,2-trifluoro-ethoxy)-pyridine-2-carbonitrile (example 78c, 587 mg, 2.09 mmol) in dry toluene (10 ml) in a schlenk tube was added 3,3-difluoroazetidine hydrochloride (298 mg, 2.3 mmol), cesium carbonate (1.36 g, 4.18 mmol), palladium diacetate (46.9 mg, 209 μmol) and BINAP (130 mg, 209 μmol). The reaction mixture was stirred at 120° C. for 1 hour. The reaction mixture was filtered over a pad of celite and the filtrate was diluted with ethylacetate. The organic phase...